Dataset: the Open Reaction Database (ORD), a public repository of structured organic reaction records. Task: describe an organic reaction: reactants, conditions, products, and yield Starting materials: ClC1=C(C(=O)Cl)C=CC=N1 (2-chloronicotinoyl chloride), C(C)(C)(C)OC(=O)N1CC2=CC(=CC=C2C(C1)(C)C)N (7-amino-4,4-dimethyl-3,4-dihydro-1H-isoquinoline-2-carboxylic acid tert-butyl ester), C(=O)(O)[O-].[Na+] (NaHCO3). Run in C(Cl)Cl (CH2Cl2). Conditions: time 1 hour. Yields the product C(C)(C)(C)OC(=O)N1CC2=CC(=CC=C2C(C1)(C)C)NC(=O)C=1C(=NC=CC1)Cl (7-[(2-Chloro-pyridine-3-carbonyl)-amino]-4,4-dimethyl-3,4-dihydro-1H-isoquinoline-2-carboxylic acid tert-butyl ester). RXN SMILES: [Cl:1][C:2]1[N:10]=[CH:9][CH:8]=[CH:7][C:3]=1[C:4](Cl)=[O:5].[C:11]([O:15][C:16]([N:18]1[CH2:27][C:26]([CH3:29])([CH3:28])[C:25]2[C:20](=[CH:21][C:22]([NH2:30])=[CH:23][CH:24]=2)[CH2:19]1)=[O:17])([CH3:14])([CH3:13])[CH3:12].C([O-])(O)=O.[Na+]>C(Cl)Cl>[C:11]([O:15][C:16]([N:18]1[CH2:27][C:26]([CH3:29])([CH3:28])[C:25]2[C:20](=[CH:21][C:22]([NH:30][C:4]([C:3]3[C:2]([Cl:1])=[N:10][CH:9]=[CH:8][CH:7]=3)=[O:5])=[CH:23][CH:24]=2)[CH2:19]1)=[O:17])([CH3:14])([CH3:12])[CH3:13] |f:2.3|. Procedure: To a solution of 2-chloronicotinoyl chloride (3.52 g, 20 mmol, 1.0 eq.) and 7-amino-4,4-dimethyl-3,4-dihydro-1H-isoquinoline-2-carboxylic acid tert-butyl ester (5.52 g, 20 mmol, 1.0 eq.) in CH2Cl2 (100 mL) was added NaHCO3 (6.4 g, 80 mmol, 4.0 eq.). The mixture was stirred for 1 h at RT, then filtered and concentrated, followed by drying on a vacuum pump for 3 hours. 7-[(2-Chloro-pyridine-3-carbonyl)-amino]-4,4-dimethyl-3,4-dihydro-1H-isoquinoline-2-carboxylic acid tert-butyl ester was obtained ... The reactants are BrC1=CC=C(C=C1)O (4-bromophenol), C(C=C)(=O)OC (methyl acrylate), solution, ester, BrC1=CC=C(OC(C(=O)O)C)C=C1 ((4-bromophenoxy)propionic acid). Run in CO (methanol), S(O)(O)(=O)=O (sulphuric acid). Yields the product BrC=1C=C2C(CCOC2=CC1)=O (6-bromo-4-chromanone), solid. Yield: 13.0%. RXN SMILES: [Br:1][C:2]1[CH:7]=[CH:6][C:5]([OH:8])=[CH:4][CH:3]=1.[C:9](OC)(=[O:12])[CH:10]=[CH2:11].BrC1C=CC(OC(C)C(O)=O)=CC=1>CO.S(=O)(=O)(O)O>[Br:1][C:2]1[CH:7]=[C:6]2[C:5](=[CH:4][CH:3]=1)[O:8][CH2:11][CH2:10][C:9]2=[O:12]. Procedure: The title compound was prepared by the method of Canalini et al.2 by the reaction of 4-bromophenol (40 g, 0.23 mole) and methyl acrylate (100 ml) in the presence of Triton B (6 ml of a 40% solution in methanol); followed by dilute acid hydrolysis of the resulting ester and cyclisation of the (4-bromophenoxy)propionic acid in concentrated sulphuric acid. The product was recrystallised from petroleum ether (60°-80° C.) to give a white crystalline solid (6.80 g, 13%). M.p. 78°-80° C. The reactants are NC=1C=NC=CC1C1CCC2C(N(C(O2)=O)C(=O)OC(C)(C)C)C1 (tert-butyl 5-(3-aminopyridin-4-yl)-2-oxohexahydrobenzo[d]oxazole-3(2H)-carboxylate), BrC1=C(C=CC(=N1)C(=O)O)F (6-bromo-5-fluoropicolinic acid). The solvent is CCOC(=O)C (EtOAc). Product: BrC1=C(C=CC(=N1)C(=O)NC=1C=NC=CC1C1CCC2C(N(C(O2)=O)C(=O)OC(C)(C)C)C1)F (tert-butyl 5-(3-(6-bromo-5-fluoropicolinamido)pyridin-4-yl)-2-oxohexahydrobenzo[d]oxazole-3(2H)-carboxylate). RXN SMILES: [NH2:1][C:2]1[CH:3]=[N:4][CH:5]=[CH:6][C:7]=1[CH:8]1[CH2:24][CH:12]2[N:13]([C:17]([O:19][C:20]([CH3:23])([CH3:22])[CH3:21])=[O:18])[C:14](=[O:16])[O:15][CH:11]2[CH2:10][CH2:9]1.[Br:25][C:26]1[N:31]=[C:30]([C:32](O)=[O:33])[CH:29]=[CH:28][C:27]=1[F:35]>CCOC(C)=O>[Br:25][C:26]1[N:31]=[C:30]([C:32]([NH:1][C:2]2[CH:3]=[N:4][CH:5]=[CH:6][C:7]=2[CH:8]2[CH2:24][CH:12]3[N:13]([C:17]([O:19][C:20]([CH3:21])([CH3:23])[CH3:22])=[O:18])[C:14](=[O:16])[O:15][CH:11]3[CH2:10][CH2:9]2)=[O:33])[CH:29]=[CH:28][C:27]=1[F:35]. Reported procedure: Following Method 9, tert-butyl 5-(3-aminopyridin-4-yl)-2-oxohexahydrobenzo[d]oxazole-3(2H)-carboxylate and 6-bromo-5-fluoropicolinic acid were coupled and following addition of EtOAc and washing with H2O, NaCl(sat.) and drying over MgSO4, tert-butyl 5-(3-(6-bromo-5-fluoropicolinamido)pyridin-4-yl)-2-oxohexahydrobenzo[d]oxazole-3(2H)-carboxylate was obtained. LCMS (m/z): 537.1 (MH+); LCMS Rt=0.71 min. The reactants are BrC=1C=C(C(=C(N)C1)C)C (5-bromo-2,3-dimethylaniline), aqueous solution, N(=O)[O-].[Na+] (sodium nitrite), C(C)(=O)OCC (ethyl acetate), O (water), [H+].[B-](F)(F)(F)F (borofluoric acid). Run at temperature 60 celsius, time 1 hour. Product: BrC=1C=C(C(=C(C1)F)C)C (5-bromo-2,3-dimethylfluorobenzene). RXN SMILES: [Br:1][C:2]1[CH:3]=[C:4]([CH3:10])[C:5]([CH3:9])=[C:6]([CH:8]=1)N.N([O-])=O.[Na+].C(OCC)(=O)C.O.[H+].[B-](F)(F)(F)[F:24]>>[Br:1][C:2]1[CH:3]=[C:4]([CH3:10])[C:5]([CH3:9])=[C:6]([F:24])[CH:8]=1 |f:1.2,5.6|. Reported procedure: In 50 ml of 42% borofluoric acid was suspended 5.00 g of 5-bromo-2,3-dimethylaniline, followed by adding dropwise thereto 3.9 ml of an aqueous solution of 1.80 g of sodium nitrite under ice-cooling, and the resulting mixture was stirred at the same temperature for 1 hour. The crystals precipitated were collected by filtration, dried under reduced pressure, and then heated at 60° C. on an oil bath. At the time when a theoretical amount of nitrogen was produced, the reaction mixture was cooled to ...